From a dataset of the Open Reaction Database (ORD), a public repository of structured organic reaction records. describe an organic reaction: reactants, conditions, products, and yield Starting materials: C(C)OC(C(Cl)Cl)OCC (dichloro-acetaldehyde diethyl-acetal), CC1=CC=C(C=C1)S(=O)(=O)O (4-methyl-benzene-sulphonic acid), C(CC)O (propanol). The product is C(CC)OC(C(Cl)Cl)OCCC (dichloro-acetaldehyde dipropyl-acetal). Reaction SMILES: C([O:3][CH:4]([O:8][CH2:9][CH3:10])[CH:5]([Cl:7])[Cl:6])C.C[C:12]1[CH:17]=[CH:16]C(S(O)(=O)=O)=CC=1.[CH2:22](O)CC>>[CH2:9]([O:8][CH:4]([O:3][CH2:16][CH2:17][CH3:12])[CH:5]([Cl:6])[Cl:7])[CH2:10][CH3:22]. Procedure: A mixture of 5 g of dichloro-acetaldehyde diethyl-acetal, 30 ml of propanol and 0.1 g of 4-methyl-benzene-sulphonic acid is heated on a water-bath for 5 hours, then distilled.